From a dataset of the Open Reaction Database (ORD), a public repository of structured organic reaction records. describe an organic reaction: reactants, conditions, products, and yield Starting materials: N#Cc1ccc(-c2ccc(N3CCN(CCC(=O)O)C3=O)cc2)cc1, CO. As a reaction SMILES: [C:1](=[O:2])([OH:3])[CH2:4][CH2:5][N:6]1[C:7](=[O:25])[N:8]([c:11]2[cH:12][cH:13][c:14](-[c:17]3[cH:18][cH:19][c:20]([C:23]#[N:24])[cH:21][cH:22]3)[cH:15][cH:16]2)[CH2:9][CH2:10]1.[CH3:26][OH:27]>>[C:1](=[O:2])([O:3][CH3:26])[CH2:4][CH2:5][N:6]1[C:7](=[O:25])[N:8]([c:11]2[cH:12][cH:13][c:14](-[c:17]3[cH:18][cH:19][c:20]([C:23]#[N:24])[cH:21][cH:22]3)[cH:15][cH:16]2)[CH2:9][CH2:10]1. Product: COC(=O)CCN1CCN(c2ccc(-c3ccc(C#N)cc3)cc2)C1=O. The reactants are C1(=C(C=CC=C1)N)N (o-phenylenediamine), C(#N)C=1N=CSC1 (4-cyanothiazole). Solvent: O (water). Reaction conditions: temperature 50 celsius. The product is C=1C=CC2=C(C1)NC(=N2)C3=CSC=N3 (thiabendazole). The yield is 89.3%. RXN SMILES: [C:1]1([NH2:8])[CH:6]=[CH:5][CH:4]=[CH:3][C:2]=1[NH2:7].[C:9]([C:11]1[N:12]=[CH:13][S:14][CH:15]=1)#N>O>[CH:4]1[CH:5]=[CH:6][C:1]2[N:8]=[C:9]([C:11]3[N:12]=[CH:13][S:14][CH:15]=3)[NH:7][C:2]=2[CH:3]=1. Reported procedure: The product, thiabendazole, precipitated as it was formed in the reaction mixture. The reaction was monitored by gas chromatography and determined to be complete when the peaks corresponding to o-phenylenediamine and 4-cyanothiazole were negligible. The reaction mass was allowed to cool to 50° C. and 150 ml of 50° C. deionized water was added to thin the mixture before being vacuum filtered using a medium fritted glass filter. The solid product was washed four times with 300 ml portions of deion... Starting materials: c1ccc2c(c1)OCO2, CN(C)C=O, O, O=S(=O)(Cl)Cl. Product: O=S(=O)(Cl)c1ccc2c(c1)OCO2. RXN SMILES: [CH2:11]1[O:12][c:13]2[cH:14][cH:15][cH:16][cH:17][c:18]2[O:19]1.[CH3:1][N:2]([CH3:3])[CH:4]=[O:5].[OH2:20].[S:6](=[O:7])(=[O:8])([Cl:9])[Cl:10]>>[S:6](=[O:7])(=[O:8])([Cl:10])[c:16]1[cH:15][cH:14][c:13]2[c:18]([cH:17]1)[O:19][CH2:11][O:12]2. The reactants are O=C(O)C=Cc1ccc(C(F)(F)F)nc1Cl, Cl, CS(=O)(=O)Nc1ccc(CN)cc1F. The product is CS(=O)(=O)Nc1ccc(CNC(=O)C=Cc2ccc(C(F)(F)F)nc2Cl)cc1F. As a reaction SMILES: [Cl:16][c:17]1[n:18][c:19]([C:28]([F:29])([F:30])[F:31])[cH:20][cH:21][c:22]1[CH:23]=[CH:24][C:25](=[O:26])[OH:27].[ClH:15].[NH2:1][CH2:2][c:3]1[cH:4][c:5]([F:14])[c:6]([NH:9][S:10](=[O:11])(=[O:12])[CH3:13])[cH:7][cH:8]1>>[NH:1]([CH2:2][c:3]1[cH:4][c:5]([F:14])[c:6]([NH:9][S:10](=[O:11])(=[O:12])[CH3:13])[cH:7][cH:8]1)[C:25]([CH:24]=[CH:23][c:22]1[c:17]([Cl:16])[n:18][c:19]([C:28]([F:29])([F:30])[F:31])[cH:20][cH:21]1)=[O:26]. Reactants: N(=[N+]=[N-])[Si](C)(C)C (azidotrimethylsilane), C12C(CCCC1)O2 (cyclohexene oxide), C(C=C)Br (allyl bromide). The solvent is ClC1=CC=CC=C1 (chlorobenzene). The product is Br[C@@H]1[C@H](CCCC1)O[Si](C)(C)C ((1S,2S)-1-bromo-2-trimethysiloxycyclohexane). Yield: 71.0%. As a reaction SMILES: N([Si:4]([CH3:7])([CH3:6])[CH3:5])=[N+]=[N-].[CH:8]12[O:14][CH:9]1[CH2:10][CH2:11][CH2:12][CH2:13]2.C([Br:18])C=C>ClC1C=CC=CC=1>[Br:18][C@H:8]1[CH2:13][CH2:12][CH2:11][CH2:10][C@@H:9]1[O:14][Si:4]([CH3:7])([CH3:6])[CH3:5]. Reported procedure: To a vial containing 0.03 grams of this (S)-catalyst was added a solution of azidotrimethylsilane (0.34 g, 2.95 mmol) and cyclohexene oxide (0.24 g, 2.45 mmol) in a mixture of allyl bromide (4.0 mL) and chlorobenzene (4.0 mL). After 48 h the volatiles were removed at reduced pressure and the residue was purified by flash chromatography on 220-400 mesh silica with 98% hexane and 2% ether as eluant. The product (1S,2S)-1-bromo-2-trimethysiloxycyclohexane (0.44 g, 71%) was isolated by distillation ... Reactants: FC(F)(F)c1ccc(-c2cc(C(F)(F)F)nc(-n3cc(Br)cn3)n2)cc1, CC1(C)OB(c2ccc(N)nc2)OC1(C)C. The product is Nc1ccc(-c2cnn(-c3nc(-c4ccc(C(F)(F)F)cc4)cc(C(F)(F)F)n3)c2)cn1. RXN SMILES: [Br:1][c:2]1[cH:3][n:4][n:5](-[c:7]2[n:8][c:9](-[c:17]3[cH:18][cH:19][c:20]([C:23]([F:24])([F:25])[F:26])[cH:21][cH:22]3)[cH:10][c:11]([C:13]([F:14])([F:15])[F:16])[n:12]2)[cH:6]1.[NH2:27][c:28]1[n:29][cH:30][c:31]([B:34]2[O:35][C:36]([CH3:37])([CH3:38])[C:39]([CH3:40])([CH3:41])[O:42]2)[cH:32][cH:33]1>>[c:2]1(-[c:31]2[cH:30][n:29][c:28]([NH2:27])[cH:33][cH:32]2)[cH:3][n:4][n:5](-[c:7]2[n:8][c:9](-[c:17]3[cH:18][cH:19][c:20]([C:23]([F:24])([F:25])[F:26])[cH:21][cH:22]3)[cH:10][c:11]([C:13]([F:14])([F:15])[F:16])[n:12]2)[cH:6]1. The reactants are C1CCOC1, CC(C)[N-]C(C)C, [Li+], COC(=O)C1CCCO1, C[Si](C)(C)Cl. Product: COC(O[Si](C)(C)C)=C1CCCO1. As a reaction SMILES: [CH2:23]1[O:24][CH2:25][CH2:26][CH2:27]1.[CH3:2][CH:3]([N-:4][CH:5]([CH3:6])[CH3:7])[CH3:8].[Li+:1].[O:9]1[CH:10]([C:14](=[O:15])[O:16][CH3:17])[CH2:11][CH2:12][CH2:13]1.[Si:18]([CH3:19])([CH3:20])([CH3:21])[Cl:22]>>[O:9]1[C:10](=[C:14]([O:15][Si:18]([CH3:19])([CH3:20])[CH3:21])[O:16][CH3:17])[CH2:11][CH2:12][CH2:13]1. The reactants are CS(=O)(=O)Cl (Methanesulfonylchloride), FC1(CN(CCC1)C1=C(N)C=C(C=C1)C1=NC(=NO1)C1=C(C=CC=C1)OC(F)(F)F)F (2-(3,3-difluoropiperidin-1-yl)-5-{3-[2-(trifluoromethoxy)phenyl]-1,2,4-oxadiazol-5-yl}aniline). The solvent is N1=CC=CC=C1 (pyridine). Conditions: time 36 hour. Product: FC1(CN(CCC1)C1=C(C=C(C=C1)C1=NC(=NO1)C1=C(C=CC=C1)OC(F)(F)F)NS(=O)(=O)C)F (N-(2-(3,3-difluoropiperidin-1-yl)-5-{3-[2-(trifluoromethoxy)phenyl]-1,2,4-oxadiazol-5-yl}phenyl)methanesulfonamide). As a reaction SMILES: [CH3:1][S:2](Cl)(=[O:4])=[O:3].[F:6][C:7]1([F:36])[CH2:12][CH2:11][CH2:10][N:9]([C:13]2[CH:19]=[CH:18][C:17]([C:20]3[O:24][N:23]=[C:22]([C:25]4[CH:30]=[CH:29][CH:28]=[CH:27][C:26]=4[O:31][C:32]([F:35])([F:34])[F:33])[N:21]=3)=[CH:16][C:14]=2[NH2:15])[CH2:8]1>N1C=CC=CC=1>[F:36][C:7]1([F:6])[CH2:12][CH2:11][CH2:10][N:9]([C:13]2[CH:19]=[CH:18][C:17]([C:20]3[O:24][N:23]=[C:22]([C:25]4[CH:30]=[CH:29][CH:28]=[CH:27][C:26]=4[O:31][C:32]([F:33])([F:34])[F:35])[N:21]=3)=[CH:16][C:14]=2[NH:15][S:2]([CH3:1])(=[O:4])=[O:3])[CH2:8]1. Reported procedure: Methanesulfonylchloride (29.23 mg; 0.26 mmol; 0.6 eq.) was added to a solution of Example 41 (75 mg; 0.43 mmol; 1 eq.) in pyridine (1 mL) and the resulting solution was stirred at room temperature for 36 hours then concentrated in vacuo. The residue was purified by column chromatography (c-hexane/ethyl acetate, 70/30) followed by crystallization from ethyl acetate/n-pentane to afford the title compound as an off-white solid. Yield: 1.0%. Product: Cc1ccc2nc(c3ccccc3CN3CCCCC3)c(NC3CCCCC3)n2c1. As a reaction SMILES: CC1=CC=C(N)N=C1.[C-]#[N+]C1CCCCC1.O=CC1=C(CN2CCCCC2)C=CC=C1>>CC1=CN2C(C=C1)=NC(=C2NC1CCCCC1)C1=CC=CC=C1CN1CCCCC1. Reagents/catalysts: O=C(O)C(F)(F)F (trifluoroacetic acid). Run in CC(C)O (isopropyl alcohol), CC(C)O (isopropylalcohol). The reactants are C1CCN(CC1)Cc1ccccc1C=O, CC1=CN=C(C=C1)N, [C-]#[N+]C1CCCCC1. Conditions: temperature 22 celsius, time 20 hour. Reactants: ClC1=C(OC=2C(NC=CC2)=O)C=C(C(=C1)F)N1C(N(C(=CC1=O)C(F)(F)F)C)=O (3-[2-chloro-4-fluoro-5-(3-methyl-2,6-dioxo-4-trifluoromethyl-1,2,3,6-tetrahydropyrimidin-1-yl)phenoxy]-1H-pyridin-2-one), ClCCCl (1,2-dichloroethane), [N+](=[N-])=CC(=O)OCC (ethyl diazoacetate). Run in CCCCCC.C(C)(=O)OCC (hexane ethyl acetate). Reaction conditions: time 2 hour. Yields the product ClC1=C(OC=2C(=NC=CC2)OCC(=O)OCC)C=C(C(=C1)F)N1C(N(C(=CC1=O)C(F)(F)F)C)=O (3-[2-chloro-4-fluoro-5-(3-methyl-2,6-dioxo-4-trifluoromethyl-1,2,3,6-tetrahydropyrimidin-1-yl)phenoxy]-2-(ethoxycarbonylmethoxy)pyridine). As a reaction SMILES: [Cl:1][C:2]1[CH:15]=[C:14]([F:16])[C:13]([N:17]2[C:22](=[O:23])[CH:21]=[C:20]([C:24]([F:27])([F:26])[F:25])[N:19]([CH3:28])[C:18]2=[O:29])=[CH:12][C:3]=1[O:4][C:5]1[C:6](=[O:11])[NH:7][CH:8]=[CH:9][CH:10]=1.ClCCCl.[N+](=[CH:36][C:37]([O:39][CH2:40][CH3:41])=[O:38])=[N-]>CCCCCC.C(OCC)(=O)C>[Cl:1][C:2]1[CH:15]=[C:14]([F:16])[C:13]([N:17]2[C:22](=[O:23])[CH:21]=[C:20]([C:24]([F:27])([F:26])[F:25])[N:19]([CH3:28])[C:18]2=[O:29])=[CH:12][C:3]=1[O:4][C:5]1[C:6]([O:11][CH2:36][C:37]([O:39][CH2:40][CH3:41])=[O:38])=[N:7][CH:8]=[CH:9][CH:10]=1 |f:3.4|. Reported procedure: Into a mixture of 1.0 g of 3-[2-chloro-4-fluoro-5-(3-methyl-2,6-dioxo-4-trifluoromethyl-1,2,3,6-tetrahydropyrimidin-1-yl)phenoxy]-1H-pyridin-2-one, 42 μl of boron trifluoride-diethyl ether complex and 40 ml of 1,2-dichloroethane, 0.4 ml of ethyl diazoacetate (purity: 90%) was dropped at room temperature over 2 hours. After dropping, the reaction mixture was further stirred for two hours, and then subjected to silica gel column chromatography (eluent; hexane/ethyl acetate=2/1) to give 1.10 g of 3...